This data is from the Open Reaction Database (ORD), a public repository of structured organic reaction records. The task is: describe an organic reaction: reactants, conditions, products, and yield Starting materials: COCCN (2-methoxyethanamine), C(=O)([O-])[O-].[K+].[K+] (K2CO3), BrCC(OC)OC (2-bromo-1,1-dimethoxyethane). Run in CN(C)C=O (DMF), C(C)(=O)OCC (ethyl acetate). Run at temperature 80 celsius, time 3 hour. The product is COC(CNCCOC)OC (2,2-dimethoxy-N-(2-methoxyethyl)ethanamine). The yield is 91.0%. Reaction SMILES: [CH3:1][O:2][CH2:3][CH2:4][NH2:5].C([O-])([O-])=O.[K+].[K+].Br[CH2:13][CH:14]([O:17][CH3:18])[O:15][CH3:16]>CN(C=O)C.C(OCC)(=O)C>[CH3:16][O:15][CH:14]([O:17][CH3:18])[CH2:13][NH:5][CH2:4][CH2:3][O:2][CH3:1] |f:1.2.3|. Procedure: To a solution of 2-methoxyethanamine (100 mg, 1.33 mmol) in DMF (2 mL) was added K2CO3 (276 mg, 1.99 mmol) and 2-bromo-1,1-dimethoxyethane (236 mg, 1.39 mmol). The mixture was stirred at 80° C. for 3 h. After cooled to room temperature, the reaction mixture was diluted with ethyl acetate and washed with water and brine. The organic layer was concentrated to give 2,2-dimethoxy-N-(2-methoxyethyl)ethanamine as a yellow oil in 91% yield and used in the next step without purification. As a reaction SMILES: [Cl:1][C:2]1[CH:7]=[C:6]([Cl:8])[CH:5]=[CH:4][C:3]=1[C:9]1[CH:14]=[CH:13][NH:12][C:11](=[O:15])[CH:10]=1.Br[C:17]1[CH:25]=[C:24]2[C:20]([C:21]3[CH2:30][CH2:29][N:28]([CH3:31])[CH2:27][C:22]=3[N:23]2[CH3:26])=[CH:19][CH:18]=1>>[ClH:1].[Cl:1][C:2]1[CH:7]=[C:6]([Cl:8])[CH:5]=[CH:4][C:3]=1[C:9]1[CH:14]=[CH:13][N:12]([C:17]2[CH:25]=[C:24]3[C:20]([C:21]4[CH2:30][CH2:29][N:28]([CH3:31])[CH2:27][C:22]=4[N:23]3[CH3:26])=[CH:19][CH:18]=2)[C:11](=[O:15])[CH:10]=1 |f:2.3|. Isolated yield 43.2%. Procedure: 4-(2,4-Dichlorophenyl)pyridin-2(1H)-one (103 mg, 0.429 mmol) and 7-bromo-2,9-dimethyl-2,3,4,9-tetrahydro-1H-pyrido[3,4-b]indole (120 mg, 0.43 mmol) were reacted following the procedure of Example 30 (step g) to provide the title compound (44 mg, 21%) as a yellow solid: mp 308-313° C.; 1H NMR (500 MHz, CD3OD) δ 7.77 (d, J=7.0 Hz, 1H), 7.68 (d, J=8.4 Hz, 1H), 7.65 (overlapping dd, J=1.1 Hz, 1H), 7.58 (d, J=1.7 Hz, 1H), 7.49 (s, 2H), 7.16 (dd, J=8.3, 1.8 Hz, 1H), 6.70 (d, J=1.5 Hz, 1H), 6.62 (dd, J... Starting materials: ClC1=C(C=CC(=C1)Cl)C1=CC(NC=C1)=O (4-(2,4-Dichlorophenyl)pyridin-2(1H)-one), BrC1=CC=C2C3=C(N(C2=C1)C)CN(CC3)C (7-bromo-2,9-dimethyl-2,3,4,9-tetrahydro-1H-pyrido[3,4-b]indole). The product is Cl.ClC1=C(C=CC(=C1)Cl)C1=CC(N(C=C1)C1=CC=C2C3=C(N(C2=C1)C)CN(CC3)C)=O (4-(2,4-Dichlorophenyl)-1-(2,9-dimethyl-2,3,4,9-tetrahydro-1H-pyrido[3,4-b]indol-7-yl)pyridin-2(1H)-one hydrochloride). Reactants: CO, Cc1ccc(Cl)c([N+](=O)[O-])c1, Cl, [Fe], [Na+], O=C([O-])O, O. The product is Cc1ccc(Cl)c(N)c1. Reaction SMILES: [CH3:18][OH:19].[Cl:1][c:2]1[c:3]([N+:9]([O-:10])=[O:11])[cH:4][c:5]([CH3:8])[cH:6][cH:7]1.[ClH:12].[Fe:21].[Na+:17].[O-:13][C:14]([OH:15])=[O:16].[OH2:20]>>[Cl:1][c:2]1[c:3]([NH2:9])[cH:4][c:5]([CH3:8])[cH:6][cH:7]1. Starting materials: COc1ccc(-c2csc(C#N)n2)cc1, CO, Cl, O, c1ccncc1. Yields the product N#Cc1nc(-c2ccc(O)cc2)cs1. RXN SMILES: [CH3:1][O:2][c:3]1[cH:4][cH:5][c:6](-[c:9]2[n:10][c:11]([C:14]#[N:15])[s:12][cH:13]2)[cH:7][cH:8]1.[CH3:24][OH:25].[ClH:16].[OH2:23].[n:17]1[cH:18][cH:19][cH:20][cH:21][cH:22]1>>[OH:2][c:3]1[cH:4][cH:5][c:6](-[c:9]2[n:10][c:11]([C:14]#[N:15])[s:12][cH:13]2)[cH:7][cH:8]1.